From a dataset of the Open Reaction Database (ORD), a public repository of structured organic reaction records. describe an organic reaction: reactants, conditions, products, and yield The reactants are C(=O)(O)[O-].[Na+] (NaHCO3), CSC1=CC=C(C=C1)C=1NC(=C(N1)C1=CC=C(C=C1)F)C1=NC(=NC=C1)OC (2-(4-methylthiophenyl)-4-(4-fluorophenyl)-5-(2-methoxy-4-pyrimidinyl)imidazole), OOS(=O)[O-].[K+] (Oxone). The solvent is C1CCOC1 (THF), O (H2O). Reaction conditions: time 20 minute. The product is CS(=O)C1=CC=C(C=C1)C=1NC(=C(N1)C1=CC=C(C=C1)F)C1=NC(=NC=C1)OC (2-(4-Methylsulfinylphenyl)-4-(4-fluorophenyl)-5-(2-methoxy-4-pyrimidinyl)imidazole). The yield is 82.3%. Reaction SMILES: [CH3:1][S:2][C:3]1[CH:8]=[CH:7][C:6]([C:9]2[NH:10][C:11]([C:21]3[CH:26]=[CH:25][N:24]=[C:23]([O:27][CH3:28])[N:22]=3)=[C:12]([C:14]3[CH:19]=[CH:18][C:17]([F:20])=[CH:16][CH:15]=3)[N:13]=2)=[CH:5][CH:4]=1.[OH:29]OS([O-])=O.[K+].C([O-])(O)=O.[Na+]>C1COCC1.O>[CH3:1][S:2]([C:3]1[CH:8]=[CH:7][C:6]([C:9]2[NH:10][C:11]([C:21]3[CH:26]=[CH:25][N:24]=[C:23]([O:27][CH3:28])[N:22]=3)=[C:12]([C:14]3[CH:15]=[CH:16][C:17]([F:20])=[CH:18][CH:19]=3)[N:13]=2)=[CH:5][CH:4]=1)=[O:29] |f:1.2,3.4|. Procedure: To a solution of 2-(4-methylthiophenyl)-4-(4-fluorophenyl)-5-(2-methoxy-4-pyrimidinyl)imidazole (0.10 g, 0.25 mmol) in 10 mL of THF at 0° C. was added a cooled solution of Oxone (0.084 g, 0.28 mmol)in 10 mL of H2O. The solution was warmed to room temperature and stirred for 20 min. Next, 20 mL of NaHCO3 sat was added and the mixture was extracted thrice with 20 mL of CH2Cl2. The combined organic layers were washed with 20 mL of 20% NaS2O5 and brine and then dried over MgSO4, filtered and concent... Procedure: The title compound was prepared from (3Z)-3-[(3,5-Dimethyl-1H-pyrrol-2-yl)-methylidene]-1-(hydroxymethyl)-1,3-dihydro-2H-indol-2-one (1) and benzyl methyl phosphorochloridate (modification of procedure used to prepare {3(Z)-3-[(3,5-dimethyl-1H-pyrrol-2-yl)-methylidene]-2-oxo-2,3-dihydro-1H-indol-1-yl}methyl acetate (2)). The product is P(=O)(OCC1=CC=CC=C1)(OCN1C(\C(\C2=CC=CC=C12)=C/C=1NC(=CC1C)C)=O)OC (benzyl {(3Z)-3-[(3,5-dimethyl-1H-pyrrol-2-yl)methylidene]-2-oxo-2,3-dihydro-1H-indol-1-yl}methyl methyl phosphate). Starting materials: CC1=C(NC(=C1)C)\C=C\1/C(N(C2=CC=CC=C12)CO)=O ((3Z)-3-[(3,5-dimethyl-1H-pyrrol-2-yl)-methylidene]-1-(hydroxymethyl)-1,3-dihydro-2H-indol-2-one), P(OCC1=CC=CC=C1)(OCC1=CC=CC=C1)(=O)Cl (dibenzyl phosphorochloridate). As a reaction SMILES: [CH3:1][C:2]1[CH:6]=[C:5]([CH3:7])[NH:4][C:3]=1/[CH:8]=[C:9]1\[C:10](=[O:20])[N:11]([CH2:18][OH:19])[C:12]2[C:17]\1=[CH:16][CH:15]=[CH:14][CH:13]=2.[P:21](Cl)(=[O:38])([O:30][CH2:31]C1C=CC=CC=1)[O:22][CH2:23][C:24]1[CH:29]=[CH:28][CH:27]=[CH:26][CH:25]=1>>[P:21]([O:30][CH3:31])([O:19][CH2:18][N:11]1[C:12]2[C:17](=[CH:16][CH:15]=[CH:14][CH:13]=2)/[C:9](=[CH:8]/[C:3]2[NH:4][C:5]([CH3:7])=[CH:6][C:2]=2[CH3:1])/[C:10]1=[O:20])([O:22][CH2:23][C:24]1[CH:29]=[CH:28][CH:27]=[CH:26][CH:25]=1)=[O:38].